Dataset: the Open Reaction Database (ORD), a public repository of structured organic reaction records. Task: describe an organic reaction: reactants, conditions, products, and yield The product is Cc1ccccc1C(=O)c1ccc(Nc2ccc(Br)cc2COCCN2C(=O)CN(C)C2=O)cc1Cl. As a reaction SMILES: [Br:1][c:2]1[cH:3][c:4]([CH2:25][O:26][CH2:27][CH2:28][OH:29])[c:5]([NH:8][c:9]2[cH:10][c:11]([Cl:24])[c:12]([C:15](=[O:16])[c:17]3[c:18]([CH3:23])[cH:19][cH:20][cH:21][cH:22]3)[cH:13][cH:14]2)[cH:6][cH:7]1.[CH3:30][N:31]1[C:32](=[O:33])[NH:34][C:35](=[O:36])[CH2:37]1>>[Br:1][c:2]1[cH:3][c:4]([CH2:25][O:26][CH2:27][CH2:28][N:34]2[C:32](=[O:33])[N:31]([CH3:30])[CH2:37][C:35]2=[O:36])[c:5]([NH:8][c:9]2[cH:10][c:11]([Cl:24])[c:12]([C:15](=[O:16])[c:17]3[c:18]([CH3:23])[cH:19][cH:20][cH:21][cH:22]3)[cH:13][cH:14]2)[cH:6][cH:7]1. Starting materials: Cc1ccccc1C(=O)c1ccc(Nc2ccc(Br)cc2COCCO)cc1Cl, CN1CC(=O)NC1=O. The reactants are OC=1C(=C2CCCC(C2=CC1)=O)[N+](=O)[O-] (6-hydroxy-5-nitro-1-tetralone), N1(C=NC=C1)C[C@H](O)C1=CC=CC=C1 ((R)-2-imidazol-1-yl-1-phenyl-ethanol), CCOC(=O)/N=N/C(=O)OCC (diethylazodicarboxylate), C1(=CC=CC=C1)P(C1=CC=CC=C1)C1=CC=CC=C1 (triphenylphosphine). The solvent is CO.C(Cl)Cl (MeOH CH2Cl2), C1CCOC1 (THF). Reaction conditions: time 10 minute. The product is [N+](=O)([O-])C1=C2CCCC(C2=CC=C1O[C@H](CN1C=NC=C1)C1=CC=CC=C1)=O (5-Nitro-6-((S)-2-imidazol-1-yl-1-phenyl-ethoxy)-3,4-dihydro-2H-naphthalen-1-one). Yield: 80.2%. Reaction SMILES: [OH:1][C:2]1[C:3]([N+:13]([O-:15])=[O:14])=[C:4]2[C:9](=[CH:10][CH:11]=1)[C:8](=[O:12])[CH2:7][CH2:6][CH2:5]2.[N:16]1([CH2:21][C@@H:22]([C:24]2[CH:29]=[CH:28][CH:27]=[CH:26][CH:25]=2)O)[CH:20]=[CH:19][N:18]=[CH:17]1.C1(P(C2C=CC=CC=2)C2C=CC=CC=2)C=CC=CC=1.CCOC(/N=N/C(OCC)=O)=O>C1COCC1.CO.C(Cl)Cl>[N+:13]([C:3]1[C:2]([O:1][C@@H:22]([C:24]2[CH:29]=[CH:28][CH:27]=[CH:26][CH:25]=2)[CH2:21][N:16]2[CH:20]=[CH:19][N:18]=[CH:17]2)=[CH:11][CH:10]=[C:9]2[C:4]=1[CH2:5][CH2:6][CH2:7][C:8]2=[O:12])([O-:15])=[O:14] |f:5.6|. Reported procedure: To a solution of 6-hydroxy-5-nitro-1-tetralone (2.09 g, 10.1 mmol) in dry THF (50 mL) was added (R)-2-imidazol-1-yl-1-phenyl-ethanol (2.28 g, 12.1 mmol) followed by triphenylphosphine (3.18 g, 12.1 mmol). After approximately 10 min, diethylazodicarboxylate (1.9 mL, 12.1 mmol) was added slowly. The reaction became homogenous within 2 min. The reaction was allowed to stir at RT overnight. The reaction mixture was concentrated under reduced pressure and the residue was triturated with Et2O to remov...